From a dataset of the Open Reaction Database (ORD), a public repository of structured organic reaction records. describe an organic reaction: reactants, conditions, products, and yield Reactants: C(=O)(C(F)(F)F)O (TFA), C(C)(C)(C)OC(NC1CCC(CC1)CNC1=NC(=NC=C1[N+](=O)[O-])NCC1=C2C=CC=NC2=CC=C1)=O ([4-({5-Nitro-2-[(quinolin-5-ylmethyl)-amino]-pyrimidin-4-ylamino}-methyl)-cyclohexyl]-carbamic acid tert-butyl ester), C(=O)([O-])[O-].[Na+].[Na+] (Na2CO3). The solvent is C(Cl)Cl (CH2Cl2). Conditions: time 1 hour. The product is N[C@@H]1CC[C@H](CC1)CNC1=NC(=NC=C1[N+](=O)[O-])NCC1=C2C=CC=NC2=CC=C1 (N4-[(trans-4-aminocyclohexyl)methyl]-5-nitro-N2-(quinolin-5-ylmethyl)pyrimidine-2,4-diamine). Yield: 75.5%. RXN SMILES: C(OC(=O)[NH:7][CH:8]1[CH2:13][CH2:12][CH:11]([CH2:14][NH:15][C:16]2[C:21]([N+:22]([O-:24])=[O:23])=[CH:20][N:19]=[C:18]([NH:25][CH2:26][C:27]3[CH:36]=[CH:35][CH:34]=[C:33]4[C:28]=3[CH:29]=[CH:30][CH:31]=[N:32]4)[N:17]=2)[CH2:10][CH2:9]1)(C)(C)C.C(O)(C(F)(F)F)=O.C([O-])([O-])=O.[Na+].[Na+]>C(Cl)Cl>[NH2:7][C@H:8]1[CH2:13][CH2:12][C@H:11]([CH2:14][NH:15][C:16]2[C:21]([N+:22]([O-:24])=[O:23])=[CH:20][N:19]=[C:18]([NH:25][CH2:26][C:27]3[CH:36]=[CH:35][CH:34]=[C:33]4[C:28]=3[CH:29]=[CH:30][CH:31]=[N:32]4)[N:17]=2)[CH2:10][CH2:9]1 |f:2.3.4|. Procedure details: [4-({5-Nitro-2-[(quinolin-5-ylmethyl)-amino]-pyrimidin-4-ylamino}-methyl)-cyclohexyl]-carbamic acid tert-butyl ester (197 mg, 0.39 mmol) was dissolved in CH2Cl2 (10 mL) and TFA (2 mL) was added. The reaction mixture was stirred at room temperature for 1 h. The reaction mixture was treated with 3M Na2CO3 and the organic phase was separated. The organic phase was dried over Na2SO4 and concentrated. Silica gel purification using a mixture of 10:1:0.3 CH2Cl2:MeOH:Et3N yielded 120 mg of the title com... The reactants are C(C=C)C1C(CN(CC1)C(=O)OCC1=CC=CC=C1)=O ((4RS)-4-allyl-1-benzyloxycarbonylpiperidin-3-one), C1(=CC=CC=C1)P(C1=CC=CC=C1)(C1=CC=CC=C1)=CC(=O)OC (methyl (triphenylphosphoranylidene)acetate). Run in C1(=CC=CC=C1)C (toluene), ClCCl (dichloromethane). Run at temperature 20 celsius. Product: C(C=C)C1C(CN(CC1)C(=O)OCC1=CC=CC=C1)=CC(=O)OC (methyl (4RS)-4-allyl-1-benzyloxycarbonylpiperidin-3-ylidenacetate). Reaction SMILES: [CH2:1]([CH:4]1[CH2:9][CH2:8][N:7]([C:10]([O:12][CH2:13][C:14]2[CH:19]=[CH:18][CH:17]=[CH:16][CH:15]=2)=[O:11])[CH2:6][C:5]1=O)[CH:2]=[CH2:3].C1(P(=[CH:40][C:41]([O:43][CH3:44])=[O:42])(C2C=CC=CC=2)C2C=CC=CC=2)C=CC=CC=1>C1(C)C=CC=CC=1.ClCCl>[CH2:1]([CH:4]1[CH2:9][CH2:8][N:7]([C:10]([O:12][CH2:13][C:14]2[CH:19]=[CH:18][CH:17]=[CH:16][CH:15]=2)=[O:11])[CH2:6][C:5]1=[CH:40][C:41]([O:43][CH3:44])=[O:42])[CH:2]=[CH2:3]. Reported procedure: A solution containing 16.3 g of (4RS)-4-allyl-1-benzyloxycarbonylpiperidin-3-one in 200 cm3 of toluene was stirred under reflux with methyl (triphenylphosphoranylidene)acetate, under an inert atmosphere, for 16 hours. After cooling to about 20° C., the reaction mixture was concentrated under reduced pressure (5 kPa) at a temperature in the region of 40° C., the residue obtained, solubilized in 50 cm3 of dichloromethane in the hot state, was purified by chromatography, under a nitrogen pressure o...